Dataset: the Open Reaction Database (ORD), a public repository of structured organic reaction records. Task: describe an organic reaction: reactants, conditions, products, and yield Reactants: ClC(Cl)Cl, CSc1nc(N)c2c(n1)CCC(c1ccccc1Cl)C2, O=C(OO)c1cccc(Cl)c1. Product: CS(=O)c1nc(N)c2c(n1)CCC(c1ccccc1Cl)C2. As a reaction SMILES: [CH:32]([Cl:33])([Cl:34])[Cl:35].[NH2:1][c:2]1[n:3][c:4]([S:19][CH3:20])[n:5][c:6]2[c:11]1[CH2:10][CH:9]([c:12]1[c:13]([Cl:18])[cH:14][cH:15][cH:16][cH:17]1)[CH2:8][CH2:7]2.[OH:21][O:22][C:23]([c:24]1[cH:25][c:26]([Cl:27])[cH:28][cH:29][cH:30]1)=[O:31]>>[NH2:1][c:2]1[n:3][c:4]([S:19]([CH3:20])=[O:21])[n:5][c:6]2[c:11]1[CH2:10][CH:9]([c:12]1[c:13]([Cl:18])[cH:14][cH:15][cH:16][cH:17]1)[CH2:8][CH2:7]2. The reactants are raw material, C=1(C(=CC=CC1)CO)CO (o-xylylene glycol), O (water), C=12C(=CC=CC1)COC2 (o-xylylene oxide), [N+](=O)(O)[O-] (nitric acid), C=1(C(=CC=CC1)CO)CO (o-xylylene glycol). The solvent is C(C)(=O)O (acetic acid). Conditions: temperature 70 celsius, time 1 hour. Yields the product C(C=1C(C=O)=CC=CC1)=O (phthalaldehyde). Yield: 84.0%. Reaction SMILES: [C:1]1([CH2:9][OH:10])[C:2]([CH2:7][OH:8])=[CH:3][CH:4]=[CH:5][CH:6]=1.C12COCC1=CC=CC=2.[N+]([O-])(O)=O.O>C(O)(=O)C>[CH:9](=[O:10])[C:1]1[C:2](=[CH:3][CH:4]=[CH:5][CH:6]=1)[CH:7]=[O:8]. Procedure: In a 1000-ml three-neck flask equipped with a thermometer, a reflux condenser and a stirrer were placed 13.3 g of o-xylylene glycol, 36.7 g of o-xylylene oxide, 85.1 g of 60% by weight nitric acid, 165.5 g of water, and 199.5 g of acetic acid. The mixture was raised in temperature to 70° C. on an oil bath and was stirred under these conditions for 1 hour. After cooling, the reaction mixture was analyzed by gas chromatography to find that the raw material o-xylylene glycol was completely absent a... The reactants are C1CCOC1, CCOC(=O)Cc1ccc(S(C)(=O)=O)cc1, CC(C)[N-]C(C)C, CN1CCCN(C)C1=O, ICC1CCOCC1, [Li+]. The product is CCOC(=O)C(CC1CCOCC1)c1ccc(S(C)(=O)=O)cc1. Reaction SMILES: [CH2:42]1[O:43][CH2:44][CH2:45][CH2:46]1.[CH3:18][S:19](=[O:20])(=[O:21])[c:22]1[cH:23][cH:24][c:25]([CH2:28][C:29](=[O:30])[O:31][CH2:32][CH3:33])[cH:26][cH:27]1.[CH3:2][CH:3]([N-:4][CH:5]([CH3:6])[CH3:7])[CH3:8].[CH3:9][N:10]1[CH2:11][CH2:12][CH2:13][N:14]([CH3:15])[C:16]1=[O:17].[I:34][CH2:35][CH:36]1[CH2:37][CH2:38][O:39][CH2:40][CH2:41]1.[Li+:1]>>[CH3:18][S:19](=[O:20])(=[O:21])[c:22]1[cH:23][cH:24][c:25]([CH:28]([C:29](=[O:30])[O:31][CH2:32][CH3:33])[CH2:35][CH:36]2[CH2:37][CH2:38][O:39][CH2:40][CH2:41]2)[cH:26][cH:27]1.